This data is from the Open Reaction Database (ORD), a public repository of structured organic reaction records. The task is: describe an organic reaction: reactants, conditions, products, and yield Reactants: CC(=O)N1CCCCc2ccc(C(=O)CCN(C)C)cc21, CC[SiH](CC)CC, O=C(O)C(F)(F)F. Yields the product CC(=O)N1CCCCc2ccc(C=CCN(C)C)cc21. Reaction SMILES: [C:8]([CH3:9])(=[O:10])[N:11]1[CH2:12][CH2:13][CH2:14][CH2:15][c:16]2[c:17]1[cH:18][c:19]([C:22]([CH2:23][CH2:24][N:25]([CH3:26])[CH3:27])=[O:28])[cH:20][cH:21]2.[CH2:1]([SiH:2]([CH2:3][CH3:4])[CH2:5][CH3:6])[CH3:7].[OH:29][C:30]([C:31]([F:32])([F:33])[F:34])=[O:35]>>[C:8]([CH3:9])(=[O:10])[N:11]1[CH2:12][CH2:13][CH2:14][CH2:15][c:16]2[c:17]1[cH:18][c:19]([CH:22]=[CH:23][CH2:24][N:25]([CH3:26])[CH3:27])[cH:20][cH:21]2. The reactants are C1(CCCCC1)NC([C@H]1N(CCC1)C([C@@H](NC(=O)OCC1=CC=CC=C1)C)=O)=O (N-benzyloxycarbonyl-L-alanyl-L-proline cyclohexylamide), Br (hydrogen bromide), CCOCC (ether). Run in 4-N, C(C)(=O)O (acetic acid). Reaction conditions: time 1 hour. Yields the product Br.C1(CCCCC1)NC([C@H]1N(CCC1)C([C@@H](N)C)=O)=O (L-alanyl-L-proline cyclohexylamide hydrobromide). Isolated yield 100.0%. As a reaction SMILES: [CH:1]1([NH:7][C:8](=[O:29])[C@@H:9]2[CH2:13][CH2:12][CH2:11][N:10]2[C:14](=[O:28])[C@H:15]([CH3:27])[NH:16]C(OCC2C=CC=CC=2)=O)[CH2:6][CH2:5][CH2:4][CH2:3][CH2:2]1.CCOCC.[BrH:35]>C(O)(=O)C>[BrH:35].[CH:1]1([NH:7][C:8](=[O:29])[C@@H:9]2[CH2:13][CH2:12][CH2:11][N:10]2[C:14](=[O:28])[C@H:15]([CH3:27])[NH2:16])[CH2:2][CH2:3][CH2:4][CH2:5][CH2:6]1 |f:4.5|. Procedure: 2 g (0.005 mol) of N-benzyloxycarbonyl-L-alanyl-L-proline cyclohexylamide were dissolved in 10 ml of 4-N hydrogen bromide in acetic acid and the mixture was stirred at room temperature for 1 hour. 100 ml of dry ether were then added. An oil precipitated and was allowed to settle. The solution was decanted off, the oil washed with 100 ml of ether, dissolved in the minimum volume of methanol and an excess of ethyl acetate added. Crystallisation soon took place and there were obtained 1.75 g (100%)... Reactants: COC=1C=C2CCC(C2=C(C1)OC)=O (5,7-Dimethoxy-indan-1-one), C(CCC)ON=O (n-butylnitrite), Cl (HCl). Run in CO (methanol). Run at temperature 40 celsius, time 1 hour. Yields the product COC=1C=C2CC(C(C2=C(C1)OC)=O)=NO (5,7-Dimethoxy-indan-1,2-dione 2-oxime). Isolated yield 99.9%. Reaction SMILES: [CH3:1][O:2][C:3]1[CH:4]=[C:5]2[C:9](=[C:10]([O:12][CH3:13])[CH:11]=1)[C:8](=[O:14])[CH2:7][CH2:6]2.C([O:19][N:20]=O)CCC.Cl>CO>[CH3:1][O:2][C:3]1[CH:4]=[C:5]2[C:9](=[C:10]([O:12][CH3:13])[CH:11]=1)[C:8](=[O:14])[C:7](=[N:20][OH:19])[CH2:6]2. Reported procedure: To a solution of 5,7-Dimethoxy-indan-1-one (8.7 g, 45.26 mmol) in the methanol (80 ml) was added n-butylnitrite (6.13 ml, 49.78 mmol) followed by concentrated HCl (4.4 ml). The solution was stirred at 40° C. for one hour during which time a precipitate was formed. The precipitate was collected and dried to yield product as a yellow solid (10 g, 99%). LC-MS: m/e 222 (MH+).